From a dataset of the Open Reaction Database (ORD), a public repository of structured organic reaction records. describe an organic reaction: reactants, conditions, products, and yield Starting materials: O1CCOC12CCC(CC2)C2=C(C=CC=C2C(F)(F)F)CO ([(1,4-dioxaspiro[4.5]decan-8-yl)(3-trifluoromethylphenyl)]methanol), C1(=CC=CC=C1)CBr (phenylmethyl bromide), O (water), [H-].[Na+] (sodium hydride). Solvent: C1(=CC=CC=C1)C (toluene), C1(=CC=CC=C1)C (toluene), C1(=CC=CC=C1)C (toluene). Product: O1CCOC12CCC(CC2)C2=C(C=CC=C2C(F)(F)F)COCC2=CC=CC=C2 (phenylmethyl [(1,4-dioxaspiro[4.5]decan-8-yl)(3-trifluoromethylphenyl)]methyl ether). RXN SMILES: [H-].[Na+].[O:3]1[C:7]2([CH2:12][CH2:11][CH:10]([C:13]3[C:18]([C:19]([F:22])([F:21])[F:20])=[CH:17][CH:16]=[CH:15][C:14]=3[CH2:23][OH:24])[CH2:9][CH2:8]2)[O:6][CH2:5][CH2:4]1.[C:25]1([CH2:31]Br)[CH:30]=[CH:29][CH:28]=[CH:27][CH:26]=1.O>C1(C)C=CC=CC=1>[O:3]1[C:7]2([CH2:8][CH2:9][CH:10]([C:13]3[C:18]([C:19]([F:21])([F:20])[F:22])=[CH:17][CH:16]=[CH:15][C:14]=3[CH2:23][O:24][CH2:31][C:25]3[CH:30]=[CH:29][CH:28]=[CH:27][CH:26]=3)[CH2:11][CH2:12]2)[O:6][CH2:5][CH2:4]1 |f:0.1|. Procedure: A suspension of 3.3 grams (0.084 mole) of sodium hydride (60% in mineral oil) in 20 mL of toluene is stirred, and a solution of 24.3 grams (0.080 mole) of [(1,4-dioxaspiro[4.5]decan-8-yl)(3-trifluoromethylphenyl)]methanol in 65 mL of toluene is added dropwise. Upon completion of addition, the reaction mixture is stirred at ambient temperature for about one hour. After this time a solution of 13.7 grams (0.080 mole) of phenylmethyl bromide in 45 mL of toluene is added dropwise. Upon completion of... Starting materials: C=O, O=CO, Fc1ccc(Cl)cc1-c1cc(-c2cncc(-c3ccc(N4CCNCC4)nc3)c2)c2cccnc2n1, Cl, [Na+], [OH-]. Yields the product CN1CCN(c2ccc(-c3cncc(-c4cc(-c5cc(Cl)ccc5F)nc5ncccc45)c3)cn2)CC1. As a reaction SMILES: [CH2:38]=[O:39].[CH:42]([OH:43])=[O:44].[Cl:2][c:3]1[cH:4][cH:5][c:6]([F:37])[c:7](-[c:9]2[n:10][c:11]3[n:12][cH:13][cH:14][cH:15][c:16]3[c:17](-[c:19]3[cH:20][c:21](-[c:25]4[cH:26][n:27][c:28]([N:31]5[CH2:32][CH2:33][NH:34][CH2:35][CH2:36]5)[cH:29][cH:30]4)[cH:22][n:23][cH:24]3)[cH:18]2)[cH:8]1.[ClH:1].[Na+:41].[OH-:40]>>[Cl:2][c:3]1[cH:4][cH:5][c:6]([F:37])[c:7](-[c:9]2[n:10][c:11]3[n:12][cH:13][cH:14][cH:15][c:16]3[c:17](-[c:19]3[cH:20][c:21](-[c:25]4[cH:26][n:27][c:28]([N:31]5[CH2:32][CH2:33][N:34]([CH3:38])[CH2:35][CH2:36]5)[cH:29][cH:30]4)[cH:22][n:23][cH:24]3)[cH:18]2)[cH:8]1. Reactants: C(Cl)Cl (methylenedichloride), P(=O)(O)(O)[O-].[Na+] (sodium dihydrogen orthophosphate), C(C)(=O)OC1COC2OCCC21 (Hexahydrofuro[2,3-b]furan-3-yl acetate), C([O-])(O)=O.[Na+] (sodium bicarbonate). Solvent: O (water). Run at temperature 41.5 celsius, time 24 hour. The product is C(C)(=O)O[C@H]1CO[C@H]2OCC[C@H]21 ((3R,3aS,6aR)-Hexahydrofuro[2,3-b]furan-3-yl acetate). Isolated yield 34.8%. As a reaction SMILES: P([O-])(O)(O)=O.[Na+].C(=O)(O)[O-].[Na+].[C:12]([O:15][CH:16]1[CH:23]2[CH:19]([O:20][CH2:21][CH2:22]2)[O:18][CH2:17]1)(=[O:14])[CH3:13].C(Cl)Cl>O>[C:12]([O:15][C@@H:16]1[C@H:23]2[C@H:19]([O:20][CH2:21][CH2:22]2)[O:18][CH2:17]1)(=[O:14])[CH3:13] |f:0.1,2.3|. Procedure details: To the buffer solution (104.3 g of sodium dihydrogen orthophosphate dissolved in 530 mL of water & pH adjusted to 6.0-6.5 with saturated sodium bicarbonate solution (68 g in 680 mL water) solution) hexahydrofuro[2,3-b]furan-3-yl acetate (III, 115 g) and CAL-B (17.25 g) was added at 25-35° C., heated to 38-45° C. and stirred for 24 hours. CAL-B (17.25 g) was added stirred for 16 hours, again CAL-B (11.5 g) was added at 38-45° C. and stirred for 16 hours (pH should maintain 6.0-6.5). The reaction ...